The task is: describe an organic reaction: reactants, conditions, products, and yield. This data is from the Open Reaction Database (ORD), a public repository of structured organic reaction records. Starting materials: ClC1=CC=CC=C1 (chlorobenzene), PEG 6000, C(#N)N1C2=C(CCC3=C1C=CC=C3)C=CC=C2 (5-cyano-10,11-dihydro-5H-dibenz[b,f]-azepine), BrN1C(CCC1=O)=O (N-bromosuccinimide), C(C1=CC=CC=C1)(=O)OOC(C1=CC=CC=C1)=O (dibenzoylperoxide). Run in O (water). Conditions: temperature 87.5 celsius. Yields the product C(#N)N1C2=C(CC(C3=C1C=CC=C3)O)C=CC=C2 (5-cyano-10-hydroxy-10,11-dihydro-5H-dibenz[b,f]azepine). Yield: 52.2%. As a reaction SMILES: ClC1C=CC=CC=1.[C:8]([N:10]1[C:16]2[CH:17]=[CH:18][CH:19]=[CH:20][C:15]=2[CH2:14][CH2:13][C:12]2[CH:21]=[CH:22][CH:23]=[CH:24][C:11]1=2)#[N:9].BrN1C(=[O:31])CCC1=O.C(OOC(=O)C1C=CC=CC=1)(=O)C1C=CC=CC=1>O>[C:8]([N:10]1[C:11]2[CH:24]=[CH:23][CH:22]=[CH:21][C:12]=2[CH:13]([OH:31])[CH2:14][C:15]2[CH:20]=[CH:19][CH:18]=[CH:17][C:16]1=2)#[N:9]. Procedure: 190 ml of chlorobenzene and 25 g of (I) are loaded into a 500 ml pyrex round-bottom flask, under nitrogen. Afterwards, 21.2 g of N-bromosuccinimide and 2.2 g of dibenzoylperoxide are added and the mixture is heated to 85-90° C., keeping this temperature for 1.5 hours. 150 ml of water and 5 g of PEG 6000 are added, heating to 85°-90° C. for 2 hours. After decanting at 60° C., water is removed and the organic phase is washed with further water (2×100 ml). Chlorobenzene is evaporated off under vacu... Reactants: Br, [Cu]Br, O=N[O-], Nc1nc2c(Cl)cccc2s1, [Na+], O. Reaction SMILES: [BrH:16].[Cu:18][Br:19].[N:12]([O-:13])=[O:14].[NH2:1][c:2]1[s:3][c:4]2[c:5]([n:6]1)[c:7]([Cl:11])[cH:8][cH:9][cH:10]2.[Na+:15].[OH2:17]>>[c:2]1([Br:16])[s:3][c:4]2[c:5]([n:6]1)[c:7]([Cl:11])[cH:8][cH:9][cH:10]2. The product is Clc1cccc2sc(Br)nc12.